describe an organic reaction: reactants, conditions, products, and yield From a dataset of the Open Reaction Database (ORD), a public repository of structured organic reaction records. The yield is 62.7%. Conditions: time 7 hour. Reactants: CC=1C=CC(=C(C#N)C1)NC1=C(C=CC=C1)[N+](=O)[O-] (5-methyl-2-(2-nitro-phenylamino)-benzonitrile), O.O.[Sn](Cl)Cl (tin(II) chloride dihydrate), Cl (HCl). The product is Cl.CC1=CC2=C(NC3=C(N=C2N)C=CC=C3)C=C1 (2-Methyl-5H-dibenzo[b,e][1,4]diazepin-11-ylamine hydrochloride). Reported procedure: Combine 5-methyl-2-(2-nitro-phenylamino)-benzonitrile (4.03 g, 15.91 mmol), tin(II) chloride dihydrate (10.77 g, 47.74 mmol), 5N HCl (65 ml), and ethanol (40.0 ml) and stir the mixture at reflux. After 7 hours, cool to ambient temperature and chill in the refrigerator overnight. Remove the resulting precipitate by vacuum filtration and place the precipitate in ethanol (100.0 ml) and 5N HCl (20.0 ml) and heat at reflux for 19 hours. Cool the reaction mixture to ambient temperature and chill in th... Solvent: C(C)O (ethanol). RXN SMILES: [CH3:1][C:2]1[CH:3]=[CH:4][C:5]([NH:10][C:11]2[CH:16]=[CH:15][CH:14]=[CH:13][C:12]=2[N+:17]([O-])=O)=[C:6]([CH:9]=1)[C:7]#[N:8].O.O.[Sn](Cl)[Cl:23].Cl>C(O)C>[ClH:23].[CH3:1][C:2]1[CH:3]=[CH:4][C:5]2[NH:10][C:11]3[CH:16]=[CH:15][CH:14]=[CH:13][C:12]=3[N:17]=[C:7]([NH2:8])[C:6]=2[CH:9]=1 |f:1.2.3,6.7|. Starting materials: C=O (formaldehyde), S([O-])(O)=O.[Na+].C=O (formaldehyde sodium bisulfite), C=O (formaldehyde), S([O-])(O)=O.[Na+].C=O (Formaldehyde sodium bisulfite), C=O (formaldehyde). Yields the product C=O (formaldehyde), S(=O)([O-])[O-] (sulfite), S(=O)(=O)([O-])[O-] (sulfate). As a reaction SMILES: [S:1](=[O:4])([OH:3])[O-:2].[Na+].[CH2:6]=[O:7].C=O>>[CH2:6]=[O:7].[S:1]([O-:4])([O-:3])=[O:2].[S:1]([O-:7])([O-:3])(=[O:2])=[O:4] |f:0.1.2|. Reported procedure: Formaldehyde sodium bisulfite is a true chemical compound, not a mixture of two chemicals. For example, when formaldehyde is mixed with a proteinaceous material as described in U.S. Pat. No. 3,942,969, Mar. 9, 1976, volatile formaldehyde may be detected from this mixture; whereas no volatile formaldehyde is detected from the chemical compound formaldehyde sodium bisulfite. This chemical compound produces a slow release of formaldehyde only by the oxidation of the "sulfite" to the "sulfate."